Dataset: the Open Reaction Database (ORD), a public repository of structured organic reaction records. Task: describe an organic reaction: reactants, conditions, products, and yield Reactants: C(C)(C)(C)OC(N[C@@H](C)C1=NC=2C(=NC=CC2)N1C=1C=C(C=CC1)C)=O ([(S)-1-(3-m-tolyl-3H-imidazo[4,5-b]pyridin-2-yl)ethyl]carbamic acid tert-butyl ester), C(=O)(C(F)(F)F)O (TFA). The solvent is C(Cl)Cl (DCM). Run at time 15 minute. Product: C1(=CC(=CC=C1)N1C(=NC=2C1=NC=CC2)[C@H](C)N)C ((S)-1-(3-m-Tolyl-3H-imidazo[4,5-b]pyridin-2-yl)ethylamine). Yield: 92.2%. RXN SMILES: C(OC(=O)[NH:7][C@H:8]([C:10]1[N:18]([C:19]2[CH:20]=[C:21]([CH3:25])[CH:22]=[CH:23][CH:24]=2)[C:13]2=[N:14][CH:15]=[CH:16][CH:17]=[C:12]2[N:11]=1)[CH3:9])(C)(C)C.C(O)(C(F)(F)F)=O>C(Cl)Cl>[C:21]1([CH3:25])[CH:22]=[CH:23][CH:24]=[C:19]([N:18]2[C:13]3=[N:14][CH:15]=[CH:16][CH:17]=[C:12]3[N:11]=[C:10]2[C@@H:8]([NH2:7])[CH3:9])[CH:20]=1. Procedure: To a solution of [(S)-1-(3-m-tolyl-3H-imidazo[4,5-b]pyridin-2-yl)ethyl]carbamic acid tert-butyl ester (3.01 mmol) in DCM (25 mL) was added TFA (10 mL) and the mixture stirred at RT for 15 min. The volatiles were removed in vacuo and the resulting residue partitioned between DCM and a saturated solution of NaHCO3. The aqueous phase was extracted with DCM (×3) and the combined organic fractions dried (Na2SO4) and concentrated in vacuo. The resulting residue was purified by column chromatography (S... Starting materials: C(C)(=O)OCC=1C(=NC=CC1C1=CN(C(C(=C1)NC1=NC(=CC=C1)OCCN)=O)C)N1C(C2=CC=3CC(CC3N2CC1)(C)C)=O ([4-(5-{[6-(2-Aminoethoxy)pyridin-2-yl]amino}-1-methyl-6-oxo-1,6-dihydro-pyridin-3-yl)-2-{4,4-dimethyl-9-oxo-1,10-diazatricyclo[6.4.0.02,6]dodeca-2(6),7-dien-10-yl}pyridin-3-yl]methyl acetate), TEA, C(C=C)(=O)Cl (acryloyl chloride). Solvent: C(Cl)Cl (DCM), C(Cl)Cl (DCM). Conditions: time 2 hour. Yields the product C(C)(=O)OCC=1C(=NC=CC1C1=CN(C(C(=C1)NC1=NC(=CC=C1)OCCNC(C=C)=O)=O)C)N1C(C2=CC=3CC(CC3N2CC1)(C)C)=O ((2-{4,4-Dimethyl-9-oxo-1,10-diazatricyclo[6.4.0.02,6]dodeca-2(6),7-dien-10-yl}-4-[1-methyl-6-oxo-5-({6-[2-(prop-2-enamido)ethoxy]pyridin-2-yl}amino)-1,6-dihydropyridin-3-yl]pyridin-3-yl)methyl acetate). Reaction SMILES: [C:1]([O:4][CH2:5][C:6]1[C:7]([N:31]2[CH2:42][CH2:41][N:40]3[C:33](=[CH:34][C:35]4[CH2:36][C:37]([CH3:44])([CH3:43])[CH2:38][C:39]=43)[C:32]2=[O:45])=[N:8][CH:9]=[CH:10][C:11]=1[C:12]1[CH:17]=[C:16]([NH:18][C:19]2[CH:24]=[CH:23][CH:22]=[C:21]([O:25][CH2:26][CH2:27][NH2:28])[N:20]=2)[C:15](=[O:29])[N:14]([CH3:30])[CH:13]=1)(=[O:3])[CH3:2].[C:46](Cl)(=[O:49])[CH:47]=[CH2:48]>C(Cl)Cl>[C:1]([O:4][CH2:5][C:6]1[C:7]([N:31]2[CH2:42][CH2:41][N:40]3[C:33](=[CH:34][C:35]4[CH2:36][C:37]([CH3:44])([CH3:43])[CH2:38][C:39]=43)[C:32]2=[O:45])=[N:8][CH:9]=[CH:10][C:11]=1[C:12]1[CH:17]=[C:16]([NH:18][C:19]2[CH:24]=[CH:23][CH:22]=[C:21]([O:25][CH2:26][CH2:27][NH:28][C:46](=[O:49])[CH:47]=[CH2:48])[N:20]=2)[C:15](=[O:29])[N:14]([CH3:30])[CH:13]=1)(=[O:3])[CH3:2]. Procedure: To a solution of 101e (250 mg, 0.387 mmol) and TEA (78 mg, 0.77 mmol) in DCM (10 mL) was added dropwise a solution of acryloyl chloride (42 mg, 0.46 mmol) in DCM. This mixture was stirred at room temperature for 2 h. The mixture was concentrated under reduce pressure to afford 101f as a yellow solid (crude), which was used in next step without further purification. MS-ESI: [M+H]+ 666.4 Starting materials: OCCCc1nccn1C(c1ccccc1)(c1ccccc1)c1ccccc1, CCOC(C)=O, ClCCl. Yields the product O=CCCc1nccn1C(c1ccccc1)(c1ccccc1)c1ccccc1. As a reaction SMILES: [C:1]([c:2]1[cH:3][cH:4][cH:5][cH:6][cH:7]1)([c:8]1[cH:9][cH:10][cH:11][cH:12][cH:13]1)([c:14]1[cH:15][cH:16][cH:17][cH:18][cH:19]1)[n:20]1[c:21]([CH2:25][CH2:26][CH2:27][OH:28])[n:22][cH:23][cH:24]1.[CH3:32][CH2:33][O:34][C:35]([CH3:36])=[O:37].[Cl:29][CH2:30][Cl:31]>>[C:1]([c:2]1[cH:3][cH:4][cH:5][cH:6][cH:7]1)([c:8]1[cH:9][cH:10][cH:11][cH:12][cH:13]1)([c:14]1[cH:15][cH:16][cH:17][cH:18][cH:19]1)[n:20]1[c:21]([CH2:25][CH2:26][CH:27]=[O:28])[n:22][cH:23][cH:24]1. Starting materials: O=C(Cl)c1cccnc1, ClCCl, Cl, Nc1cccc(-c2nn3ccccc3c2-c2ccnc(Nc3ccccc3)n2)c1, c1ccncc1. Yields the product O=C(Nc1cccc(-c2nn3ccccc3c2-c2ccnc(Nc3ccccc3)n2)c1)c1cccnc1. RXN SMILES: [C:34]([c:35]1[cH:36][n:37][cH:38][cH:39][cH:40]1)(=[O:41])[Cl:42].[Cl:30][CH2:31][Cl:32].[ClH:33].[NH2:1][c:2]1[cH:3][c:4](-[c:8]2[n:9][n:10]3[c:11]([cH:12][cH:13][cH:14][cH:15]3)[c:16]2-[c:17]2[n:18][c:19]([NH:23][c:24]3[cH:25][cH:26][cH:27][cH:28][cH:29]3)[n:20][cH:21][cH:22]2)[cH:5][cH:6][cH:7]1.[cH:43]1[cH:44][cH:45][n:46][cH:47][cH:48]1>>[NH:1]([c:2]1[cH:3][c:4](-[c:8]2[n:9][n:10]3[c:11]([cH:12][cH:13][cH:14][cH:15]3)[c:16]2-[c:17]2[n:18][c:19]([NH:23][c:24]3[cH:25][cH:26][cH:27][cH:28][cH:29]3)[n:20][cH:21][cH:22]2)[cH:5][cH:6][cH:7]1)[C:34]([c:35]1[cH:36][n:37][cH:38][cH:39][cH:40]1)=[O:41]. Starting materials: C(C)N1CCN(CC1)C=1C=C(C=CC1)N(C(C)=O)C (N-[3-(4-Ethyl-piperazin-1-yl)-phenyl]-N-methyl-acetamide), S(O)(O)(=O)=O (sulfuric acid), [OH-].[Na+] (NaOH). The solvent is O (water). Conditions: temperature 80 celsius, time 8 hour. Yields the product C(C)N1CCN(CC1)C=1C=C(C=CC1)NC ([3-(4-Ethyl-piperazin-1-yl)-phenyl]-methyl-amine). Isolated yield 86.4%. Reaction SMILES: [CH2:1]([N:3]1[CH2:8][CH2:7][N:6]([C:9]2[CH:10]=[C:11]([N:15](C)[C:16](=O)C)[CH:12]=[CH:13][CH:14]=2)[CH2:5][CH2:4]1)[CH3:2].S(=O)(=O)(O)O.[OH-].[Na+]>O>[CH2:1]([N:3]1[CH2:4][CH2:5][N:6]([C:9]2[CH:10]=[C:11]([NH:15][CH3:16])[CH:12]=[CH:13][CH:14]=2)[CH2:7][CH2:8]1)[CH3:2] |f:2.3|. Procedure details: To N-[3-(4-ethyl-piperazin-1-yl)-phenyl]-N-methyl-acetamide (104.9 mg) obtained in Step C, water (2 ml) and concentrated sulfuric acid (0.4 ml) were added, followed by stirring at 80° C. for 8 hours. To this, 5M-NaOH aqueous solution was added, to adjust the pH to 9, followed by extraction with ethyl acetate (10 ml×2), and the organic layer was dried over sodium sulfate. The sodium sulfate was filtered off, followed by purification by silica gel column chromatography (dichloromethane/methanol=20...